describe an organic reaction: reactants, conditions, products, and yield From a dataset of the Open Reaction Database (ORD), a public repository of structured organic reaction records. The reactants are O=C([O-])[O-], CC1(C)OCC(CCl)O1, [K+], [K+], CN(C)C=O, O, COc1cc2c(cc1O)CCC2=O. The product is COc1cc2c(cc1OCC1COC(C)(C)O1)CCC2=O. RXN SMILES: [C:23](=[O:24])([O-:25])[O-:26].[Cl:14][CH2:15][CH:16]1[O:17][C:18]([CH3:21])([CH3:22])[O:19][CH2:20]1.[K+:27].[K+:28].[O:29]=[CH:30][N:31]([CH3:32])[CH3:33].[OH2:34].[OH:1][c:2]1[cH:3][c:4]2[c:8]([cH:9][c:10]1[O:11][CH3:12])[C:7](=[O:13])[CH2:6][CH2:5]2>>[O:1]([c:2]1[cH:3][c:4]2[c:8]([cH:9][c:10]1[O:11][CH3:12])[C:7](=[O:13])[CH2:6][CH2:5]2)[CH2:15][CH:16]1[O:17][C:18]([CH3:21])([CH3:22])[O:19][CH2:20]1. As a reaction SMILES: [CH:1]([CH3:2])([CH3:3])[c:4]1[cH:5][cH:6][c:7]([S:10](=[O:11])(=[O:12])[NH:13][c:14]2[n:15][c:16]([CH:34]3[CH2:35][CH2:36]3)[n:17][c:18]([O:29][CH2:30][CH2:31][CH2:32][NH2:33])[c:19]2[O:20][c:21]2[c:22]([O:27][CH3:28])[cH:23][cH:24][cH:25][cH:26]2)[n:8][cH:9]1.[s:37]1[c:38]([S:42](=[O:43])(=[O:44])[Cl:45])[cH:39][cH:40][cH:41]1>>[CH:1]([CH3:2])([CH3:3])[c:4]1[cH:5][cH:6][c:7]([S:10](=[O:11])(=[O:12])[NH:13][c:14]2[n:15][c:16]([CH:34]3[CH2:35][CH2:36]3)[n:17][c:18]([O:29][CH2:30][CH2:31][CH2:32][NH:33][S:42]([c:38]3[s:37][cH:41][cH:40][cH:39]3)(=[O:43])=[O:44])[c:19]2[O:20][c:21]2[c:22]([O:27][CH3:28])[cH:23][cH:24][cH:25][cH:26]2)[n:8][cH:9]1. The product is COc1ccccc1Oc1c(NS(=O)(=O)c2ccc(C(C)C)cn2)nc(C2CC2)nc1OCCCNS(=O)(=O)c1cccs1. The reactants are COc1ccccc1Oc1c(NS(=O)(=O)c2ccc(C(C)C)cn2)nc(C2CC2)nc1OCCCN, O=S(=O)(Cl)c1cccs1. Starting materials: CON1CCC(CC1)(C#N)O[Si](C)(C)C (1-Methoxy-4-trimethylsilanyloxy-piperidine-4-carbonitrile), Cl (HCl), S(=O)(=O)(O)[O-].[Na+] (Sodium hydrogen sulfate). Run in O (water). Reaction conditions: time 2 hour. The product is OC1(CCN(CC1)OC)C#N (4-hydroxy-1-methoxy-piperidine-4-carbonitrile). As a reaction SMILES: [CH3:1][O:2][N:3]1[CH2:8][CH2:7][C:6]([O:11][Si](C)(C)C)([C:9]#[N:10])[CH2:5][CH2:4]1.Cl.S([O-])(O)(=O)=O.[Na+]>O>[OH:11][C:6]1([C:9]#[N:10])[CH2:5][CH2:4][N:3]([O:2][CH3:1])[CH2:8][CH2:7]1 |f:2.3|. Reported procedure: 1-Methoxy-4-trimethylsilanyloxy-piperidine-4-carbonitrile (1.0 g, 4.4 mmol) was slowly added to aqueous HCl (3N) at 15° C. The mixture was stirred for two hours at room temperature and then poured into cold (0° C.) water. Sodium hydrogen sulfate (saturated aqueous solution) was slowly added to adjust the pH to 7. The aqueous layer was carefully extracted with ethyl acetate three times. All organic layers were combined, dried over magnesium sulfate and concentrated. The crude product (ca 94% pure... Reactants: C([O-])([O-])=O.[K+].[K+] (Potassium carbonate), FC(C1=NN=C2N1N=C(CC2)N2CCC(CC2)C2=CC=C(C=C2)O)(F)F (4-{1-[3-(trifluoromethyl)-7,8-dihydro[1,2,4]triazolo[4,3-b]pyridazin-6-yl]piperidin-4-yl}phenol), ClCC(C)=O (1-chloropropan-2-one). The solvent is CC(=O)N(C)C (DMA). Reaction conditions: temperature 100 celsius, time 2 hour. Product: FC(C1=NN=C2N1N=C(CC2)N2CCC(CC2)C2=CC=C(OCC(C)=O)C=C2)(F)F (1-(4-{1-[3-(trifluoromethyl)-7,8-dihydro[1,2,4]triazolo[4,3-b]pyridazin-6-yl]piperidin-4-yl}phenoxy)propan-2-one). The yield is 96.4%. RXN SMILES: C(=O)([O-])[O-].[K+].[K+].[F:7][C:8]([F:32])([F:31])[C:9]1[N:13]2[N:14]=[C:15]([N:18]3[CH2:23][CH2:22][CH:21]([C:24]4[CH:29]=[CH:28][C:27]([OH:30])=[CH:26][CH:25]=4)[CH2:20][CH2:19]3)[CH2:16][CH2:17][C:12]2=[N:11][N:10]=1.Cl[CH2:34][C:35](=[O:37])[CH3:36]>CC(N(C)C)=O>[F:32][C:8]([F:7])([F:31])[C:9]1[N:13]2[N:14]=[C:15]([N:18]3[CH2:23][CH2:22][CH:21]([C:24]4[CH:25]=[CH:26][C:27]([O:30][CH2:34][C:35](=[O:37])[CH3:36])=[CH:28][CH:29]=4)[CH2:20][CH2:19]3)[CH2:16][CH2:17][C:12]2=[N:11][N:10]=1 |f:0.1.2|. Procedure: Potassium carbonate (1.214 g, 8.79 mmol) was added to 4-{1-[3-(trifluoromethyl)-7,8-dihydro[1,2,4]triazolo[4,3-b]pyridazin-6-yl]piperidin-4-yl}phenol (obtained as described in Example 46, preparation of starting materials) (1.07 g, 2.93 mmol) and 1-chloropropan-2-one (0.466 mL, 5.86 mmol) in DMA (10 mL). The resulting mixture was stirred at 100° C. for 2 hours. The reaction mixture was cooled to room temperature, concentrated and diluted with water (25 mL) then extracted with DCM (2×25 mL). The ...